Task: describe an organic reaction: reactants, conditions, products, and yield. Dataset: the Open Reaction Database (ORD), a public repository of structured organic reaction records The reactants are C(C)(C)(C)OC(NC(CC1=CC(=CC=C1)Br)C)=O ([2-(3-bromo-phenyl)-1-methyl-ethyl]-carbamic acid tert-butyl ester), [C-]#N.[Na+] (sodium cyanide), [I-].[K+] (potassium iodide), N-N′-dimethylethylenediamine. The reagents and catalysts are [Cu](I)I (copper iodide). The solvent is C1(=CC=CC=C1)C (toluene). Run at temperature 130 celsius. Product: C(C)(C)(C)OC(NC(CC1=CC(=CC=C1)C#N)C)=O ([2-(3-Cyano-phenyl)-1-methyl-ethyl]-carbamic acid tert-butyl ester). As a reaction SMILES: [C:1]([O:5][C:6](=[O:18])[NH:7][CH:8]([CH3:17])[CH2:9][C:10]1[CH:15]=[CH:14][CH:13]=[C:12](Br)[CH:11]=1)([CH3:4])([CH3:3])[CH3:2].[C-:19]#[N:20].[Na+].[I-].[K+]>[Cu](I)I.C1(C)C=CC=CC=1>[C:1]([O:5][C:6](=[O:18])[NH:7][CH:8]([CH3:17])[CH2:9][C:10]1[CH:15]=[CH:14][CH:13]=[C:12]([C:19]#[N:20])[CH:11]=1)([CH3:4])([CH3:3])[CH3:2] |f:1.2,3.4|. Procedure details: To a sealed pressure tube was added [2-(3-bromo-phenyl)-1-methyl-ethyl]-carbamic acid tert-butyl ester (1.23 g, 3.9 mmol), sodium cyanide (250 mg, 5.1 mmol), potassium iodide (130 mg, 0.8 mmol), N-N′-dimethylethylenediamine (0.41 mL, 3.9 mmol), and toluene (6 mL). This suspension was then sparged with nitrogen prior to adding copper iodide (150 mg, 0.8 mmol). Reaction mixture heated to 130° C. for 16 h while stirring. Reaction partitioned between ethyl acetate and 30% aqueous ammonia. Organic wa... Starting materials: CCOC(C)=O, O=C(O)c1cc([N+](=O)[O-])c(Cl)[nH]1, O, OCCO. Product: O=[N+]([O-])c1cc[nH]c1Cl. RXN SMILES: [CH3:18][CH2:19][O:20][C:21](=[O:22])[CH3:23].[Cl:1][c:2]1[c:3]([N+:10](=[O:11])[O-:12])[cH:4][c:5]([C:7]([OH:8])=[O:9])[nH:6]1.[OH2:17].[OH:13][CH2:14][CH2:15][OH:16]>>[Cl:1][c:2]1[c:3]([N+:10](=[O:11])[O-:12])[cH:4][cH:5][nH:6]1. Starting materials: BrC1=CC=C(C(=O)Cl)C=C1 (4-bromo-benzoylchloride), TEA, C(C1=CC=CC=C1)N1C(=NC2=C(C1=O)SC=C2)C(CC)NCCN(C)C (3-benzyl-2-(1-{[2-(dimethylamino)ethyl]amino}propyl)thieno[3,2-d]pyrimidin-4(3H)-one). Run in C(Cl)Cl (DCM), ClCCCl (DCE). Run at temperature 25 celsius, time 1 hour. The product is C(C1=CC=CC=C1)N1C(=NC2=C(C1=O)SC=C2)C(CC)N(C(C2=CC=C(C=C2)Br)=O)CCN(C)C (N-[1-(3-Benzyl-4-oxo-3,4-dihydrothieno[3,2-d]pyrimidin-2-yl)propyl]-4-bromo-N-[2-(dimethylamino)ethyl]benzamide). RXN SMILES: [CH2:1]([N:8]1[C:13](=[O:14])[C:12]2[S:15][CH:16]=[CH:17][C:11]=2[N:10]=[C:9]1[CH:18]([NH:21][CH2:22][CH2:23][N:24]([CH3:26])[CH3:25])[CH2:19][CH3:20])[C:2]1[CH:7]=[CH:6][CH:5]=[CH:4][CH:3]=1.[Br:27][C:28]1[CH:36]=[CH:35][C:31]([C:32](Cl)=[O:33])=[CH:30][CH:29]=1>ClCCCl.C(Cl)Cl>[CH2:1]([N:8]1[C:13](=[O:14])[C:12]2[S:15][CH:16]=[CH:17][C:11]=2[N:10]=[C:9]1[CH:18]([N:21]([CH2:22][CH2:23][N:24]([CH3:26])[CH3:25])[C:32](=[O:33])[C:31]1[CH:35]=[CH:36][C:28]([Br:27])=[CH:29][CH:30]=1)[CH2:19][CH3:20])[C:2]1[CH:7]=[CH:6][CH:5]=[CH:4][CH:3]=1. Procedure: 3-Benzyl-2-(1-{[2-(dimethylamino)ethyl]amino}propyl)thieno[3,2-d]pyrimidin-4(3H)-one (1-7, 0.030 g, 0.081 mmol) was dissolved in DCE (1.0 mL) and treated successively with 4-bromo-benzoylchloride (0.026 g, 0.12 mmol) and TEA (0.03 mL, 0.24 mmol). The reaction was stirred at 25° C. for 1 h. The reaction was diluted with DCM (10 mL), washed with 5% NaHCO3 and dried over MgSO4. The organics were concentrated under reduced pressure and subjected to flash column chromatography (SiO2, 0-6% MeOH/CH2Cl2...